Dataset: the Open Reaction Database (ORD), a public repository of structured organic reaction records. Task: describe an organic reaction: reactants, conditions, products, and yield Starting materials: C(O)([O-])=O.[Na+] (sodium hydrogen carbonate), CNC1=NC=C(C=C1N)C(F)(F)F (N2-methyl-5-trifluoromethylpyridin-2,3-diamine), FC=1C(=NC=CC1)C=O (3-fluoropyridin-2-carboaldehyde), S(=O)(O)[O-].[Na+] (sodium hydrogen sulfite). The solvent is CN(C)C=O (DMF). Run at temperature 120 celsius, time 8 hour. The product is FC=1C(=NC=CC1)C1=NC=2C(=NC=C(C2)C(F)(F)F)N1C (2-(3-fluoropyridin-2-yl)-3-methyl-6-trifluoromethyl-3H-imidazo[4,5-b]pyridine). The yield is 36.5%. RXN SMILES: [CH3:1][NH:2][C:3]1[C:8]([NH2:9])=[CH:7][C:6]([C:10]([F:13])([F:12])[F:11])=[CH:5][N:4]=1.[F:14][C:15]1[C:16]([CH:21]=O)=[N:17][CH:18]=[CH:19][CH:20]=1.S([O-])(O)=O.[Na+].C(=O)([O-])O.[Na+]>CN(C=O)C>[F:14][C:15]1[C:16]([C:21]2[N:2]([CH3:1])[C:3]3=[N:4][CH:5]=[C:6]([C:10]([F:11])([F:12])[F:13])[CH:7]=[C:8]3[N:9]=2)=[N:17][CH:18]=[CH:19][CH:20]=1 |f:2.3,4.5|. Procedure details: A mixture of N2-methyl-5-trifluoromethylpyridin-2,3-diamine (0.76 g), 3-fluoropyridin-2-carboaldehyde (0.50 g), sodium hydrogen sulfite (0.50 g) and DMF (3 ml) was stirred at 120° C. for 8 hours. To the cooled reaction mixture was added saturated aqueous sodium hydrogen carbonate solution, and extracted with ethyl acetate. The organic layer was washed with water, dried over anhydrous magnesium sulfate, and concentrated under reduced pressure. The residue was subjected to silica gel column chroma... Reaction conditions: time 10 minute. As a reaction SMILES: [NH2:1][C@H:2]1[CH2:6][CH2:5][C@H:4]([OH:7])[CH2:3]1.CCN(C(C)C)C(C)C.Cl.[N:18]1([C:23](=N)[NH2:24])C=CC=N1.CCOCC>CN(C=O)C>[OH:7][C@H:4]1[CH2:5][CH2:6][C@H:2]([NH:1][C:23]([NH2:24])=[NH:18])[CH2:3]1 |f:2.3|. The solvent is CN(C)C=O (DMF). The yield is 164.8%. Reactants: N[C@@H]1C[C@H](CC1)O ((1S,3S)-3-aminocyclopentanol), CCN(C(C)C)C(C)C (DIPEA), CCOCC (Et2O), Cl.N1(N=CC=C1)C(N)=N (1H-pyrazole-1-carboximidamide hydrochloride). The product is O[C@@H]1C[C@H](CC1)NC(=N)N (1-((1S,3S)-3-hydroxycyclopentyl)guanidine). Procedure details: To a stirred solution of (1S,3S)-3-aminocyclopentanol (9.00 g, 89.0 mmol) (obtained from ASID pharmaceuticals) in DMF (45 mL) at RT under nitrogen was added DIPEA (31.0 mL, 178 mmol) followed by 1H-pyrazole-1-carboximidamide hydrochloride (14.7 g, 133 mmol). After stirring overnight Et2O (150 mL) was added and the reaction was stirred for 10 min. The Et2O was decanted and concentrated under high vacuum to afford 21 g (99%) of 1-((1S,3S)-3-hydroxycyclopentyl)guanidine (164) as a dark orange oil: ... Reactants: COCCl, CCN(C(C)C)C(C)C, ClCCl, CCOC(=O)C1(C(=O)OCC)CCC(O)CC1. Yields the product CCOC(=O)C1(C(=O)OCC)CCC(OCOC)CC1. RXN SMILES: [CH3:27][O:28][CH2:29][Cl:30].[CH:18]([N:19]([CH:20]([CH3:21])[CH3:22])[CH2:23][CH3:24])([CH3:25])[CH3:26].[Cl:31][CH2:32][Cl:33].[OH:1][CH:2]1[CH2:3][CH2:4][C:5]([C:8](=[O:9])[O:10][CH2:11][CH3:12])([C:13](=[O:14])[O:15][CH2:16][CH3:17])[CH2:6][CH2:7]1>>[O:1]([CH:2]1[CH2:3][CH2:4][C:5]([C:8](=[O:9])[O:10][CH2:11][CH3:12])([C:13](=[O:14])[O:15][CH2:16][CH3:17])[CH2:6][CH2:7]1)[CH2:29][O:28][CH3:27]. Reactants: Cl (hydrogen chloride), S1C(=CC=C1)CCNC(C#N)C1=C(C=CC=C1)Cl ([2-(2-thienyl)ethylamino](2-chlorophenyl)acetonitrile), ( I ), CO (methanol). Solvent: C(C)(=O)OCC (ethyl acetate). Reaction conditions: temperature 47.5 celsius, time 20 minute. The product is Cl.S1C(=CC=C1)CCNC(C#N)C1=C(C=CC=C1)Cl ([2-(2-Thienyl)ethylamino](2-chlorophenyl)acetonitrile hydrochloride). As a reaction SMILES: Cl.[S:2]1[CH:6]=[CH:5][CH:4]=[C:3]1[CH2:7][CH2:8][NH:9][CH:10]([C:13]1[CH:18]=[CH:17][CH:16]=[CH:15][C:14]=1[Cl:19])[C:11]#[N:12].CO>C(OCC)(=O)C>[ClH:19].[S:2]1[CH:6]=[CH:5][CH:4]=[C:3]1[CH2:7][CH2:8][NH:9][CH:10]([C:13]1[CH:18]=[CH:17][CH:16]=[CH:15][C:14]=1[Cl:19])[C:11]#[N:12] |f:4.5|. Procedure details: Into 700 ml ethyl acetate at 0-10° C. 109.8 g (3 mol) of hydrogen chloride gas was introduced and to the solution 83 g (0.3 mol) of the [2-(2-thienyl)ethylamino](2-chlorophenyl)acetonitrile of formula (I), prepared according to Example 1 or 2, and 15 ml (0.37 mol) of methanol are added and the mixture is slowly, in a period of 20 minutes, heated to 45-50° C. the reaction mixture is then stirred at 45-50° C. for 4 hours, the crystalline product is filtered off at room temperature, washed with eth... The reactants are FC=1C=C(C=C(C1)F)C(C(C(=O)C=1C=C(C=CC1)S(=O)(=O)NC(N1CCN(CC1)C(=O)OCC1=CC=CC=C1)=N)=C1NC2=C(N1)C=CC=C2)=O (benzyl 4-[[({3-[3-(3,5-difluorophenyl)-2-(1,3-dihydro-2H-benzimidazol-2-ylidene)-3-oxopropanoyl]phenyl}sulfonyl)amino](imino)methyl]piperazine-1-carboxylate). Reagents/catalysts: [Pd] (Pd—C). Solvent: C(C)O (ethanol). Run at time 19 hour. The product is FC=1C=C(C=C(C1)F)C(C(C(=O)C=1C=C(C=CC1)S(=O)(=O)NC(=N)N1CCNCC1)=C1NC2=C(N1)C=CC=C2)=O (N-({3-[3-(3,5-difluorophenyl)-2-(1,3-dihydro-2H-benzimidazol-2-ylidene)-3-oxopropanoyl]phenyl}sulfonyl)piperazine-1-carboximidamide). Yield: 27.8%. As a reaction SMILES: [F:1][C:2]1[CH:3]=[C:4]([C:9](=[O:50])[C:10](=[C:41]2[NH:45][C:44]3[CH:46]=[CH:47][CH:48]=[CH:49][C:43]=3[NH:42]2)[C:11]([C:13]2[CH:14]=[C:15]([S:19]([NH:22][C:23](=[NH:40])[N:24]3[CH2:29][CH2:28][N:27](C(OCC4C=CC=CC=4)=O)[CH2:26][CH2:25]3)(=[O:21])=[O:20])[CH:16]=[CH:17][CH:18]=2)=[O:12])[CH:5]=[C:6]([F:8])[CH:7]=1>[Pd].C(O)C>[F:1][C:2]1[CH:3]=[C:4]([C:9](=[O:50])[C:10](=[C:41]2[NH:42][C:43]3[CH:49]=[CH:48][CH:47]=[CH:46][C:44]=3[NH:45]2)[C:11]([C:13]2[CH:14]=[C:15]([S:19]([NH:22][C:23]([N:24]3[CH2:29][CH2:28][NH:27][CH2:26][CH2:25]3)=[NH:40])(=[O:20])=[O:21])[CH:16]=[CH:17][CH:18]=2)=[O:12])[CH:5]=[C:6]([F:8])[CH:7]=1. Reported procedure: 10% Pd—C (210 mg) was added to an ethanol (20 mL) solution of the compound (205 mg) obtained in Example 10, followed by stirring at room temperature for 19 hours under hydrogen atmosphere (1 atom). The insoluble matter was separated by filtration, and the filtrate was concentrated under reduced pressure. The residue was purified by silica gel column chromatography (chloroform/methanol=50/1), and recrystallized from ethyl acetate/n-hexane to obtain N-({3-[3-(3,5-difluorophenyl)-2-(1,3-dihydro-2H-... The reactants are C12(CC3CC(CC(C1)C3)C2)C2=C(C=C3C=CC(=CC3=C2)B(O)O)OCC2=CC=CC=C2 (7-(l-adamantyl)-6-benzyloxy-2-naphthylboronic acid), BrC1=CC=C(S1)C(=O)OC (methyl 5-bromo-2-thiophenecarboxylate). Yields the product C12(CC3CC(CC(C1)C3)C2)C2=C(C=C3C=CC(=CC3=C2)C2=CC=C(S2)C(=O)OC)OCC2=CC=CC=C2 (methyl 5-[7-(1-adamantyl)-6-benzyloxy-2-naphthyl]-2-thiophenecarboxylate). The yield is 65.5%. Reaction SMILES: [C:1]12([C:11]3[CH:20]=[C:19]4[C:14]([CH:15]=[CH:16][C:17](B(O)O)=[CH:18]4)=[CH:13][C:12]=3[O:24][CH2:25][C:26]3[CH:31]=[CH:30][CH:29]=[CH:28][CH:27]=3)[CH2:10][CH:5]3[CH2:6][CH:7]([CH2:9][CH:3]([CH2:4]3)[CH2:2]1)[CH2:8]2.Br[C:33]1[S:37][C:36]([C:38]([O:40][CH3:41])=[O:39])=[CH:35][CH:34]=1>>[C:1]12([C:11]3[CH:20]=[C:19]4[C:14]([CH:15]=[CH:16][C:17]([C:33]5[S:37][C:36]([C:38]([O:40][CH3:41])=[O:39])=[CH:35][CH:34]=5)=[CH:18]4)=[CH:13][C:12]=3[O:24][CH2:25][C:26]3[CH:31]=[CH:30][CH:29]=[CH:28][CH:27]=3)[CH2:10][CH:5]3[CH2:6][CH:7]([CH2:9][CH:3]([CH2:4]3)[CH2:2]1)[CH2:8]2. Reported procedure: Following the procedure of Example 1(c), but reacting 1.5 g (3.6 mmol) of 7-(l-adamantyl)-6-benzyloxy-2-naphthylboronic acid with 400 mg (1.8 mmol) of methyl 5-bromo-2-thiophenecarboxylate, 600 mg (65%) of the expected compound were obtained, which compound had a melting point of 170°-1° C.